The task is: describe an organic reaction: reactants, conditions, products, and yield. This data is from the Open Reaction Database (ORD), a public repository of structured organic reaction records. The reactants are OC1=CC=C(C=C1)\C=C/C(=O)O ((2Z)-3-(4-hydroxyphenyl)prop-2-enoic acid), C(=O)([O-])[O-].[K+].[K+] (K2CO3), ClCC1=CC=C(C=C1)OC (1-(chloro methyl)-4-methoxybenzene). Solvent: CN(C)C=O (DMF). Conditions: temperature 85 celsius, time 8 hour. The product is COC1=CC=C(COC2=CC=C(C=C2)\C=C/C(=O)OCC2=CC=C(C=C2)OC)C=C1 (4-methoxybenzyl (2Z)-3-{4-[(4-methoxybenzyl)oxy]phenyl}prop-2-enoate). The yield is 182.7%. Reaction SMILES: [OH:1][C:2]1[CH:7]=[CH:6][C:5](/[CH:8]=[CH:9]\[C:10]([OH:12])=[O:11])=[CH:4][CH:3]=1.[C:13]([O-:16])([O-])=O.[K+].[K+].Cl[CH2:20][C:21]1[CH:26]=[CH:25][C:24]([O:27][CH3:28])=[CH:23][CH:22]=1>CN(C=O)C>[CH3:28][O:27][C:24]1[CH:25]=[CH:26][C:21]([CH2:20][O:1][C:2]2[CH:3]=[CH:4][C:5](/[CH:8]=[CH:9]\[C:10]([O:12][CH2:8][C:5]3[CH:6]=[CH:7][C:2]([O:16][CH3:13])=[CH:3][CH:4]=3)=[O:11])=[CH:6][CH:7]=2)=[CH:22][CH:23]=1 |f:1.2.3|. Procedure details: To a 250 mL RB flask fitted with magnetic stirrer was charged with 25 mL of DMF. To the stirred solvent were added (2Z)-3-(4-hydroxyphenyl)prop-2-enoic acid (2 g, 12.18 mmol), K2CO3 (6.67 g, 48.73 mmol) and 1-(chloro methyl)-4-methoxybenzene (3.81 g, 24.36 mmol), stirred at 85° C. for 8 h under nitrogen atmosphere. The RM was concentrated by removal of solvent. The crude was dissolved in ethyl acetate (100 mL). The organic layer was washed with water (50 mL) and saturated brine solution (50 mL).... Reactants: C(C)(C)OC=1C(C(C1OC(C)C)=O)=O (3,4-diisopropoxy-3-cyclobutene-1,2-dione), C(C)NCC (diethylamine). The solvent is CCO (EtOH). Conditions: time 8 hour. Product: C(C)N(C=1C(C(C1OC(C)C)=O)=O)CC (3(Diethylamino)-4-isopropoxy-3-cyclobutene-1,2-dione). The yield is 93.7%. RXN SMILES: C(O[C:5]1[C:6](=[O:14])[C:7](=[O:13])[C:8]=1[O:9][CH:10]([CH3:12])[CH3:11])(C)C.[CH2:15]([NH:17][CH2:18][CH3:19])[CH3:16]>CCO>[CH2:15]([N:17]([CH2:18][CH3:19])[C:5]1[C:6](=[O:14])[C:7](=[O:13])[C:8]=1[O:9][CH:10]([CH3:11])[CH3:12])[CH3:16]. Procedure: A mixture of 3,4-diisopropoxy-3-cyclobutene-1,2-dione (1.0 g, 5.05 mmol) and diethylamine (549 μl, 5.30 mmol) in EtOH (25 ml) was stirred overnight at room temperature. The solvent was removed in vacuo to give the title compound as a yellow oil (1.0 g). δH (DMSO-d6, 390 K) 5.33-5.27 (1H, m), 3.58 (4H, q, J 7.1 Hz), 1.42 (6H, d, J 6.1 Hz), 1.23 (6H, t, J 7.2 Hz); m/z (ES+, 70 V) 212 (MH+). Reactants: CC(=O)C1=CC=C(C=C1)I (4-iodoacetophenone), FC(C1=NNC=2CCCCC12)(F)F (3-(trifluoromethyl)-4,5,6,7-tetrahydro-1H-indazole). The product is FC(C1=NN(C=2CCCCC12)C1=CC=C(C=C1)C(C)=O)(F)F (1-{4-[3-(trifluoromethyl)-4,5,6,7-tetrahydro-1H-indazol-1-yl]phenyl}ethanone). As a reaction SMILES: [CH3:1][C:2]([C:4]1[CH:9]=[CH:8][C:7](I)=[CH:6][CH:5]=1)=[O:3].[F:11][C:12]([F:23])([F:22])[C:13]1[C:21]2[CH2:20][CH2:19][CH2:18][CH2:17][C:16]=2[NH:15][N:14]=1>>[F:23][C:12]([F:11])([F:22])[C:13]1[C:21]2[CH2:20][CH2:19][CH2:18][CH2:17][C:16]=2[N:15]([C:7]2[CH:8]=[CH:9][C:4]([C:2](=[O:3])[CH3:1])=[CH:5][CH:6]=2)[N:14]=1. Procedure details: The title compound was prepared from 4-iodoacetophenone and 3-(trifluoromethyl)-4,5,6,7-tetrahydro-1H-indazole using a similar procedure to that described for Example 7. Reactants: boronic ester, FC1=C(C=CC=C1F)C=1C=NOC1C1=CNC2=NC=C(C=C21)C2=CC=CC=C2 (3-[4-(2,3-Difluoro-phenyl)-isoxazol-5-yl]-5-phenyl-1H-pyrrolo[2,3-b]pyridine), CN(C)C=O (DMF), C(=O)([O-])[O-].[Na+].[Na+] (Na2CO3), ClC1=C(C=CC=C1Cl)C=1C=NOC1C1=CNC2=NC=CC=C21 (3-[4-(2,3-Dichloro-phenyl)-isoxazol-5-yl]-1H-pyrrolo[2, 3-b]pyridine). Solvent: CS(=O)C (DMSO). Conditions: temperature 80 celsius. Product: C(C)(C)(C)OC(NC1CC=C(CC1)C=1C=C2C(=NC1)NC=C2C(CC2=C(C(=CC=C2)F)F)=O)=O ((4-{3-[(2,3-difluoro-phenyl)-acetyl]-1H-pyrrolo[2,3-b]pyridin-5-yl}-cyclohex-3-enyl)-carbamic acid tert-butyl ester). Yield: 56.0%. Reaction SMILES: [F:1][C:2]1[C:7]([F:8])=[CH:6][CH:5]=[CH:4][C:3]=1[C:9]1C=N[O:12][C:13]=1[C:14]1[C:22]2[C:17](=[N:18][CH:19]=[C:20]([C:23]3[CH:28]=[CH:27][CH:26]=[CH:25][CH:24]=3)[CH:21]=2)[NH:16][CH:15]=1.C[N:30]([CH:32]=[O:33])C.[C:34]([O-])([O-])=O.[Na+].[Na+].ClC1C(Cl)=CC=CC=1[C:48]1C=N[O:51][C:52]=1[C:53]1C2C(=NC=CC=2)NC=1>CS(C)=O>[C:52]([O:51][C:32](=[O:33])[NH:30][CH:26]1[CH2:25][CH2:24][C:23]([C:20]2[CH:21]=[C:22]3[C:14]([C:13](=[O:12])[CH2:9][C:3]4[CH:4]=[CH:5][CH:6]=[C:7]([F:8])[C:2]=4[F:1])=[CH:15][NH:16][C:17]3=[N:18][CH:19]=2)=[CH:28][CH2:27]1)([CH3:53])([CH3:34])[CH3:48] |f:2.3.4|. Procedure: To a solution of the above boronic ester (1.0 g, 2.5 mmol), trifluoro-methanesulfonic acid 4-tert-butoxycarbonylamino-cyclohex-1-enyl ester (690 mg, 2.0 mmol, prepared from (4-Oxo-cyclohexyl)-carbamic acid tert-butyl ester (Heterocycles 58 (2002) 471-504)) in a mixed solvent of DMF (15 ml) and DMSO (6 ml) was added aqueous 2.0M Na2CO3 (2 ml, 4 mmol) and PdCl2(PPh3) 2 The mixture was degassed and heated at 80° C. under Argon for 72 h, and then concentrated under high vacuum to remove DMF. The res... Conditions: temperature 15 celsius. The solvent is C1=CC=CC=C1 (benzene), C1=CC=CC=C1 (benzene). Reactants: COC1=CC=C(CN2N=NN=C2C(=O)[O-])C=C1.[Na+] (Sodium 1-(p-Methoxybenzyl)-1H-tetrazole-5-carboxylate), N1=CC=CC=C1 (pyridine), C(C(=O)Cl)(=O)Cl (oxalyl chloride). RXN SMILES: [CH3:1][O:2][C:3]1[CH:17]=[CH:16][C:6]([CH2:7][N:8]2[C:12]([C:13]([O-])=[O:14])=[N:11][N:10]=[N:9]2)=[CH:5][CH:4]=1.[Na+].N1C=CC=CC=1.C(Cl)(=O)C([Cl:28])=O>C1C=CC=CC=1>[CH3:1][O:2][C:3]1[CH:17]=[CH:16][C:6]([CH2:7][N:8]2[C:12]([C:13]([Cl:28])=[O:14])=[N:11][N:10]=[N:9]2)=[CH:5][CH:4]=1 |f:0.1|. Procedure details: Following the procedure of Example 3, the sodium salt produced in Example 5 is stirred with pyridine in benzene at 6° C. with rapid addition of oxalyl chloride. The mixture is stirred at 15° C. for one half hour, stripped and scrubbed twice with benzene to yield 1-(p-methoxybenzyl)-1H-tetrazole-5-carbonyl chloride. Product: COC1=CC=C(CN2N=NN=C2C(=O)Cl)C=C1 (1-(p-methoxybenzyl)-1H-tetrazole-5-carbonyl chloride). The reactants are Cl (HCl), C(C)OC(CC(=O)NC1=C(C(=C(C(=C1)Br)OC1=CC(=C(C(=C1)C(C)C)O)CC)Br)C)=O (N-[3,5-dibromo-4-[3-ethyl-4-hydroxy-5-isopropylphenoxy]-2-methylphenyl]malonamic acid ethyl ester), 9D, [Li+].[OH-] (LiOH). The solvent is C1CCOC1 (THF). Product: BrC=1C(=C(C=C(C1OC1=CC(=C(C(=C1)C(C)C)O)CC)Br)NC(CC(=O)O)=O)C (N-[3,5-dibromo-4-[3-ethyl-4-hydroxy-5-isopropylphenoxy]-2-methylphenyl]-malonamic acid). The yield is 41.0%. Reaction SMILES: C([O:3][C:4](=[O:31])[CH2:5][C:6]([NH:8][C:9]1[CH:14]=[C:13]([Br:15])[C:12]([O:16][C:17]2[CH:22]=[C:21]([CH:23]([CH3:25])[CH3:24])[C:20]([OH:26])=[C:19]([CH2:27][CH3:28])[CH:18]=2)=[C:11]([Br:29])[C:10]=1[CH3:30])=[O:7])C.[Li+].[OH-].Cl>C1COCC1>[Br:29][C:11]1[C:10]([CH3:30])=[C:9]([NH:8][C:6](=[O:7])[CH2:5][C:4]([OH:31])=[O:3])[CH:14]=[C:13]([Br:15])[C:12]=1[O:16][C:17]1[CH:22]=[C:21]([CH:23]([CH3:25])[CH3:24])[C:20]([OH:26])=[C:19]([CH2:27][CH3:28])[CH:18]=1 |f:1.2|. Procedure: N-[3,5-dibromo-4-[3-ethyl-4-hydroxy-5-isopropylphenoxy]-2-methylphenyl]malonamic acid ethyl ester of Part 9D (130 mg, 0.23 mmol) was dissolved in THF (2 mL) and treated with LiOH (2 mL, 1N) for 1 hour at room temperature. The reaction was acidified with 1N HCl and concentrated in vacuo. The remaining water phase was extracted with EtOAc (3×5 mL) and the combined organic phases were dried over Na2SO4 before concentration in vacuo. The residue was purified on column (MPLC, silica gel, gradient elu...